The task is: describe an organic reaction: reactants, conditions, products, and yield. This data is from the Open Reaction Database (ORD), a public repository of structured organic reaction records. The reactants are C(C)(=O)OCC(COC(C)=O)NC(=O)C1=C(C(=C(C(=C1I)N1C(C(CC1)Br)=O)I)C(=O)NC(COC(C)=O)COC(C)=O)I (N,N'-bis-[2-acetyloxy-1-(acetyloxymethyl)ethyl]-5-[3-bromo-2-oxo-1pyrrolidinyl]-2,4,6-triiodo-1,3-benzenedicarboxamide). The reagents and catalysts are C(C)(=O)[O-].[Ag+] (silver acetate). The solvent is C(C)(=O)O (acetic acid). Product: C(C)(=O)OCC(COC(C)=O)NC(=O)C1=C(C(=C(C(=C1I)N1C(C(CC1)OC(C)=O)=O)I)C(=O)NC(COC(C)=O)COC(C)=O)I (N,N'-bis-[2-acetyloxy-1-(acetyloxymethyl)ethyl]-5-[3-acetyloxy-2-oxo-1-pyrrolidinyl]-2,4,6-triiodo-1,3-benzenedicarboxamide). Yield: 163.4%. Reaction SMILES: [C:1]([O:4][CH2:5][CH:6]([NH:12][C:13]([C:15]1[C:20]([I:21])=[C:19]([N:22]2[CH2:26][CH2:25][CH:24](Br)[C:23]2=[O:28])[C:18]([I:29])=[C:17]([C:30]([NH:32][CH:33]([CH2:39][O:40][C:41](=[O:43])[CH3:42])[CH2:34][O:35][C:36](=[O:38])[CH3:37])=[O:31])[C:16]=1[I:44])=[O:14])[CH2:7][O:8][C:9](=[O:11])[CH3:10])(=[O:3])[CH3:2]>C(O)(=O)C.C([O-])(=O)C.[Ag+]>[C:1]([O:4][CH2:5][CH:6]([NH:12][C:13]([C:15]1[C:20]([I:21])=[C:19]([N:22]2[CH2:26][CH2:25][CH:24]([O:4][C:1](=[O:3])[CH3:2])[C:23]2=[O:28])[C:18]([I:29])=[C:17]([C:30]([NH:32][CH:33]([CH2:39][O:40][C:41](=[O:43])[CH3:42])[CH2:34][O:35][C:36](=[O:38])[CH3:37])=[O:31])[C:16]=1[I:44])=[O:14])[CH2:7][O:8][C:9](=[O:11])[CH3:10])(=[O:3])[CH3:2] |f:2.3|. Procedure: N,N'-bis-[2-acetyloxy-1-(acetyloxymethyl)ethyl]-5-[3-bromo-2-oxo-1-pyrrolidinyl]-2,4,6-triiodo-1,3-benzenedicarboxamide (4.00 g, 3.92 mmol) of example 4a was dissolved in glacial acetic acid (40 ml) and treated with silver acetate (3.25 g, 19.50 mmol) at 133°-135° for 26 hours under a nitrogen atmosphere. The suspended solids were filtered off and the solvent was removed in vacuo. The resulting crude residue was treated with acetic anhydride (30 ml) and pyridine (42 ml), after which the volatile... Run at temperature 100 celsius, time 4 hour. The solvent is C1(=CC=CC=C1)C (toluene), O (Water). Product: ClC1=CC(=C(N=N1)SCC)C1=NC=2C(=NC=C(C2)C(F)(F)F)N1C (2-(6-chloro-3-ethylsulfanylpyridazin-4-yl)-3-methyl-6-trifluoromethyl-3H-imidazo[4,5-b]pyridine). The yield is 62.2%. Reported procedure: A mixture of 900 mg of 6-chloro-3-ethylsulfanylpyridazine-4-carboxylic acid (2-methylamino-5-trifluoromethylpyridin-3-yl)-amide, 3.5 ml of phosphorus oxychloride, 592 mg of N,N-diisopropylethylamine and 15 ml of toluene was heated and stirred at 100° C. for 4 hours. Water was poured to the cooled reaction mixture, and the mixture was stirred at room temperature for 1 hour. The reaction mixture was neutralized with a saturated aqueous sodium bicarbonate solution, extracted with t-butyl methyl eth... As a reaction SMILES: [CH3:1][NH:2][C:3]1[C:8]([NH:9][C:10]([C:12]2[CH:17]=[C:16]([Cl:18])[N:15]=[N:14][C:13]=2[S:19][CH2:20][CH3:21])=O)=[CH:7][C:6]([C:22]([F:25])([F:24])[F:23])=[CH:5][N:4]=1.P(Cl)(Cl)(Cl)=O.C(N(CC)C(C)C)(C)C.C(=O)(O)[O-].[Na+]>O.C1(C)C=CC=CC=1>[Cl:18][C:16]1[N:15]=[N:14][C:13]([S:19][CH2:20][CH3:21])=[C:12]([C:10]2[N:2]([CH3:1])[C:3]3=[N:4][CH:5]=[C:6]([C:22]([F:25])([F:24])[F:23])[CH:7]=[C:8]3[N:9]=2)[CH:17]=1 |f:3.4|. Reactants: C([O-])(O)=O.[Na+] (sodium bicarbonate), CNC1=NC=C(C=C1NC(=O)C1=C(N=NC(=C1)Cl)SCC)C(F)(F)F (6-chloro-3-ethylsulfanylpyridazine-4-carboxylic acid (2-methylamino-5-trifluoromethylpyridin-3-yl)-amide), P(=O)(Cl)(Cl)Cl (phosphorus oxychloride), C(C)(C)N(C(C)C)CC (N,N-diisopropylethylamine). The reactants are C1(=CC=C(C=C1)[C@@]1(C[C@H](N(C1)C([C@H](CN(S(=O)(=O)C1=C(C=CC=C1)[N+](=O)[O-])CCCC=C)NC(=O)OC(C)(C)C)=O)C(=O)OC)OC)C1=CC=CC=C1 ((2S,4R)-methyl 4-(biphenyl-4-yl)-1-((S)-2-(tert-butoxycarbonylamino)-3-(2-nitro-N-(pent-4-enyl)phenylsulfonamido)propanoyl)-4-methoxypyrrolidine-2-carboxylate), LiOH monohydrate, CO (MeOH), O (Water). Solvent: O1CCCC1 (tetrahydrofuran). Conditions: time 18 hour. The product is C1(=CC=C(C=C1)[C@@]1(C[C@H](N(C1)C([C@H](CN(S(=O)(=O)C1=C(C=CC=C1)[N+](=O)[O-])CCCC=C)NC(=O)OC(C)(C)C)=O)C(=O)O)OC)C1=CC=CC=C1 ((2S,4R)-4-(biphenyl-4-yl)-1-((S)-2-(tert-butoxycarbonylamino)-3-(2-nitro-N-(pent-4-enyl)phenylsulfonamido)propanoyl)-4-methoxypyrrolidine-2-carboxylic acid). Isolated yield 88.3%. RXN SMILES: [C:1]1([C:48]2[CH:53]=[CH:52][CH:51]=[CH:50][CH:49]=2)[CH:6]=[CH:5][C:4]([C@@:7]2([O:46][CH3:47])[CH2:11][N:10]([C:12](=[O:41])[C@@H:13]([NH:33][C:34]([O:36][C:37]([CH3:40])([CH3:39])[CH3:38])=[O:35])[CH2:14][N:15]([CH2:28][CH2:29][CH2:30][CH:31]=[CH2:32])[S:16]([C:19]3[CH:24]=[CH:23][CH:22]=[CH:21][C:20]=3[N+:25]([O-:27])=[O:26])(=[O:18])=[O:17])[C@H:9]([C:42]([O:44]C)=[O:43])[CH2:8]2)=[CH:3][CH:2]=1.CO.O>O1CCCC1>[C:1]1([C:48]2[CH:49]=[CH:50][CH:51]=[CH:52][CH:53]=2)[CH:6]=[CH:5][C:4]([C@@:7]2([O:46][CH3:47])[CH2:11][N:10]([C:12](=[O:41])[C@@H:13]([NH:33][C:34]([O:36][C:37]([CH3:40])([CH3:39])[CH3:38])=[O:35])[CH2:14][N:15]([CH2:28][CH2:29][CH2:30][CH:31]=[CH2:32])[S:16]([C:19]3[CH:24]=[CH:23][CH:22]=[CH:21][C:20]=3[N+:25]([O-:27])=[O:26])(=[O:17])=[O:18])[C@H:9]([C:42]([OH:44])=[O:43])[CH2:8]2)=[CH:3][CH:2]=1. Procedure: A mixture of (2S,4R)-methyl 4-(biphenyl-4-yl)-1-((S)-2-(tert-butoxycarbonylamino)-3-(2-nitro-N-(pent-4-enyl)phenylsulfonamido)propanoyl)-4-methoxypyrrolidine-2-carboxylate (185 mg, 0.246 mmol) and LiOH monohydrate (118 mg, 4.93 mmol) in tetrahydrofuran (2 mL)/MeOH (0.5 mL)/Water (1 mL) was stirred at rt for 18 h. The reaction mixture was then concentrated in vacuo and diluted with 5 mL of water. It was then washed with ether. The aqueous phase was adjusted to pH=4 using 1N HCl. It was then extra... Starting materials: N1C(CCC1)=O (pyrrolidin-2-one), [H-].[Na+] (sodium hydride), BrC=1C=NC=C(C1)CCl (3-bromo-5-chloromethyl-pyridine). The solvent is CN(C)C=O (DMF). Run at time 20 minute. Product: BrC=1C=C(C=NC1)CN1C(CCC1)=O (1-(5-Bromo-pyridin-3-ylmethyl)-pyrrolidin-2-one). Isolated yield 117.0%. As a reaction SMILES: [H-].[Na+].[NH:3]1[CH2:7][CH2:6][CH2:5][C:4]1=[O:8].[Br:9][C:10]1[CH:11]=[N:12][CH:13]=[C:14]([CH2:16]Cl)[CH:15]=1>CN(C=O)C>[Br:9][C:10]1[CH:15]=[C:14]([CH2:16][N:3]2[CH2:7][CH2:6][CH2:5][C:4]2=[O:8])[CH:13]=[N:12][CH:11]=1 |f:0.1|. Reported procedure: To a suspension of sodium hydride (60% in mineral oil, 0.044 g, 1.09 mmol) in DMF (2 mL) was added pyrrolidin-2-one (0.081 g, 0.945 mmol) and the reaction mixture was stirred at room temperature for 20 min. Then, 3-bromo-5-chloromethyl-pyridine (0.15 g, 0.727 mmol) was added and the resulting suspension was heated at 60° C. over night. The mixture was quenched with water (2 mL) and extracted with EtOAc (2×10 mL). Combined organics were dried over Na2SO4, filtered and concentrated in vacuo. The r... The reactants are COC1=C(OCC(C(=O)OC)(C)C)C(=CC=C1OC)C=1C=C2COC(C2=CC1)=O (methyl 3-(2,3-dimethoxy-6-(1-oxo-1,3-dihydroisobenzofuran-5-yl)phenoxy)-2,2-dimethylpropanoate), [OH-].[Li+] (lithium hydroxide). Run in O1CCCC1 (tetrahydrofuran), O (water). Conditions: time 4 hour. The product is COC1=C(OCC(C(=O)O)(C)C)C(=CC=C1OC)C=1C=C2COC(C2=CC1)=O (3-(2,3-dimethoxy-6-(1-oxo-1,3-dihydroisobenzofuran-5-yl)phenoxy)-2,2-dimethylpropanoic acid). The yield is 63.4%. Reaction SMILES: [CH3:1][O:2][C:3]1[C:17]([O:18][CH3:19])=[CH:16][CH:15]=[C:14]([C:20]2[CH:21]=[C:22]3[C:26](=[CH:27][CH:28]=2)[C:25](=[O:29])[O:24][CH2:23]3)[C:4]=1[O:5][CH2:6][C:7]([CH3:13])([CH3:12])[C:8]([O:10]C)=[O:9].[OH-].[Li+]>O1CCCC1.O>[CH3:1][O:2][C:3]1[C:17]([O:18][CH3:19])=[CH:16][CH:15]=[C:14]([C:20]2[CH:21]=[C:22]3[C:26](=[CH:27][CH:28]=2)[C:25](=[O:29])[O:24][CH2:23]3)[C:4]=1[O:5][CH2:6][C:7]([CH3:13])([CH3:12])[C:8]([OH:10])=[O:9] |f:1.2|. Reported procedure: To a stirring solution of methyl 3-(2,3-dimethoxy-6-(1-oxo-1,3-dihydroisobenzofuran-5-yl)phenoxy)-2,2-dimethylpropanoate (200 mg, 0.49 mmol) in tetrahydrofuran (15 mL) was added lithium hydroxide (102.5 mg, 2.45 mmol) in water (5 mL) and the resultant reaction mixture was stirred at RT for 4 h. The reaction mixture was concentrated under reduced pressure, the residue was acidified using 1N HCl solution to pH 5 and then extracted with ethyl acetate (3×). The combined ethyl acetate layers were was...